Dataset: the Open Reaction Database (ORD), a public repository of structured organic reaction records. Task: describe an organic reaction: reactants, conditions, products, and yield Solvent: C(C)O (ethanol), ClCCl (dichloromethane). Reaction conditions: time 16 hour. The yield is 93.7%. Yields the product C(C)N(CCNCC1=CC=C(C=C1)C1=CC=C(C=C1)C(F)(F)F)CC (N,N-diethyl-N′-(4′-trifluoromethylbiphenyl-4-ylmethyl)ethane-1,2-diamine). Reaction SMILES: [F:1][C:2]([F:18])([F:17])[C:3]1[CH:8]=[CH:7][C:6]([C:9]2[CH:16]=[CH:15][C:12]([CH:13]=O)=[CH:11][CH:10]=2)=[CH:5][CH:4]=1.[CH2:19]([N:21]([CH2:25][CH3:26])[CH2:22][CH2:23][NH2:24])[CH3:20].[BH4-].[Na+].[H][H]>ClCCl.C(O)C>[CH2:19]([N:21]([CH2:25][CH3:26])[CH2:22][CH2:23][NH:24][CH2:13][C:12]1[CH:15]=[CH:16][C:9]([C:6]2[CH:7]=[CH:8][C:3]([C:2]([F:18])([F:17])[F:1])=[CH:4][CH:5]=2)=[CH:10][CH:11]=1)[CH3:20] |f:2.3|. Starting materials: material, FC(C1=CC=C(C=C1)C1=CC=C(C=O)C=C1)(F)F (4-(4-Trifluoromethylphenyl)benzaldehyde), [BH4-].[Na+] (sodium borohydride), [H][H] (Hydrogen), C(C)N(CCN)CC (N,N-diethyl-ethylenediamine). Reported procedure: 4-(4-Trifluoromethylphenyl)benzaldehyde (85.43 g, 0.3414 mol) (Int. A1) and 4 A molecular sieve (400 g, predried at 120° C.) were suspended in dichloromethane (1.4 L), then N,N-diethyl-ethylenediamine (47.97ml, 0.3414 mol) was added. The mixture was left at room temperature for 16 h with occasional shaking, then the sieves were filtered off and washed with dichloromethane. The combined filtrates were evaporated to a yellow solid and dried under high vacuum. This material (114.3 g, 0.328 mol) in ... The reactants are C(C=C)C1(CCN(CC1)C(=O)OC(C)(C)C)O (tert-butyl 4-allyl-4-hydroxy-1-piperidinecarboxylate), O1CCCC1.O (tetrahydrofuran water), C[N+]1(CCOCC1)[O-] (N-methylmorpholine-N-oxide). Reagents/catalysts: [Os](=O)(=O)(=O)=O (osmium tetraoxide). Solvent: C(C)(C)(C)O (tert-butyl alcohol). Run at time 8 hour. The product is OC(CC1(CCN(CC1)C(=O)OC(C)(C)C)O)CO (tert-butyl 4-(2,3-dihydroxypropyl)-4-hydroxy-1-piperidinecarboxylate). RXN SMILES: [CH2:1]([C:4]1([OH:17])[CH2:9][CH2:8][N:7]([C:10]([O:12][C:13]([CH3:16])([CH3:15])[CH3:14])=[O:11])[CH2:6][CH2:5]1)[CH:2]=[CH2:3].C[N+]1([O-])CC[O:22]CC1.O1CCCC1.[OH2:31]>C(O)(C)(C)C.[Os](=O)(=O)(=O)=O>[OH:31][CH:2]([CH2:3][OH:22])[CH2:1][C:4]1([OH:17])[CH2:9][CH2:8][N:7]([C:10]([O:12][C:13]([CH3:16])([CH3:15])[CH3:14])=[O:11])[CH2:6][CH2:5]1 |f:2.3|. Reported procedure: 9.83 g of tert-butyl 4-allyl-4-hydroxy-1-piperidinecarboxylate was dissolved in 60 ml tetrahydrofuran/water (9:1), a solution (2.5 wt %, 2 ml) of osmium tetraoxide in tert-butyl alcohol and 6.68 g of N-methylmorpholine-N-oxide were added thereto, and the mixture was stirred at room temperature overnight. The reaction solution was evaporated, and the resulting residue was partitioned into ethyl acetate and water, washed with brine and dried over magnesium sulfate. After filtration, the solvent wa...